The task is: describe an organic reaction: reactants, conditions, products, and yield. This data is from the Open Reaction Database (ORD), a public repository of structured organic reaction records. Reactants: COC(=O)C1=C(C(C2=C(O1)C1=C(SC2)C=CC=C1)=O)C (3-methyl-4-oxo-4H,5H-[1]benzothiopyrano[4,3-b]pyran-2-carboxylic acid methyl ester), [OH-].[Na+] (sodium hydroxide). Solvent: CO (methanol). Yields the product CC=1C(C2=C(OC1C(=O)O)C1=C(SC2)C=CC=C1)=O (3-Methyl-4-oxo-4H,5H-[1]benzothiopyrano[4,3-b]pyran-2-carboxylic Acid). As a reaction SMILES: C[O:2][C:3]([C:5]1[O:10][C:9]2[C:11]3[CH:18]=[CH:17][CH:16]=[CH:15][C:12]=3[S:13][CH2:14][C:8]=2[C:7](=[O:19])[C:6]=1[CH3:20])=[O:4].[OH-].[Na+]>CO>[CH3:20][C:6]1[C:7](=[O:19])[C:8]2[CH2:14][S:13][C:12]3[CH:15]=[CH:16][CH:17]=[CH:18][C:11]=3[C:9]=2[O:10][C:5]=1[C:3]([OH:4])=[O:2] |f:1.2|. Reported procedure: A mixture of 3-methyl-4-oxo-4H,5H-[1]benzothiopyrano[4,3-b]pyran-2-carboxylic acid methyl ester (1.60 g, 5.56 mmoles, described in Example 7) in a solution of sodium hydroxide (0.5 g) in methanol (50 ml) is refluxed for 2 hr and evaporated. The residue is dissolved in water, and the solution is washed with diethyl ether and added with stirring to 3 N hydrochloric acid (25 ml). The fine precipitate is collected, washed with very dilute hydrochloric acid, small amount of water and then dried (1.50... Starting materials: C1(=CC=CC=C1)CCC(C)C1=C(C=NC=C1)C (1-phenyl-3-(3-methyl-4-pyridyl)butane), C(C)I (ethyl iodide), [Li].C(C)(C)NC(C)C (lithium diisopropylamine). The product is C1(=CC=CC=C1)CCC(C)C1=C(C=NC=C1)CCC (1-phenyl-3-(3-n-propyl-4-pyridyl)butane). Isolated yield 15.6%. RXN SMILES: [C:1]1([CH2:7][CH2:8][CH:9]([C:11]2[CH:16]=[CH:15][N:14]=[CH:13][C:12]=2[CH3:17])[CH3:10])[CH:6]=[CH:5][CH:4]=[CH:3][CH:2]=1.[CH2:18](I)[CH3:19].[Li].C(NC(C)C)(C)C>>[C:1]1([CH2:7][CH2:8][CH:9]([C:11]2[CH:16]=[CH:15][N:14]=[CH:13][C:12]=2[CH2:17][CH2:18][CH3:19])[CH3:10])[CH:2]=[CH:3][CH:4]=[CH:5][CH:6]=1 |f:2.3,^1:20|. Procedure details: 2.1 g (9.35 mmol) of 1-phenyl-3-(3-methyl-4-pyridyl)butane, 1.46 g (9.35 mmol) of ethyl iodide and 2 equivalent of lithium-diisopropylamine were reacted in the same manner as in Example 1. The reaction product was purified to obtain 0.37 g of the desired compound (yield: 15.6%).